Dataset: the Open Reaction Database (ORD), a public repository of structured organic reaction records. Task: describe an organic reaction: reactants, conditions, products, and yield Reactants: Clc1ncc(Cl)c(Cl)n1, CC(C)S(=O)(=O)c1cccc(F)c1N, [H-], [Na+], CN(C)C=O. Product: CC(C)S(=O)(=O)c1cccc(F)c1Nc1nc(Cl)ncc1Cl. Reaction SMILES: [Cl:22][c:23]1[n:24][cH:25][c:26]([Cl:30])[c:27]([Cl:29])[n:28]1.[F:1][c:2]1[c:3]([NH2:14])[c:4]([S:8](=[O:9])(=[O:10])[CH:11]([CH3:12])[CH3:13])[cH:5][cH:6][cH:7]1.[H-:20].[Na+:21].[O:15]=[CH:16][N:17]([CH3:18])[CH3:19]>>[F:1][c:2]1[c:3]([NH:14][c:27]2[c:26]([Cl:30])[cH:25][n:24][c:23]([Cl:22])[n:28]2)[c:4]([S:8](=[O:9])(=[O:10])[CH:11]([CH3:12])[CH3:13])[cH:5][cH:6][cH:7]1.